From a dataset of the Open Reaction Database (ORD), a public repository of structured organic reaction records. describe an organic reaction: reactants, conditions, products, and yield Starting materials: C1CCOC1, COC(=O)CCc1ccc(C#CCO)cc1, [H][H]. The product is COC(=O)CCc1ccc(CCCO)cc1. Reaction SMILES: [CH2:19]1[O:20][CH2:21][CH2:22][CH2:23]1.[CH3:1][O:2][C:3]([CH2:4][CH2:5][c:6]1[cH:7][cH:8][c:9]([C:12]#[C:13][CH2:14][OH:15])[cH:10][cH:11]1)=[O:16].[H:17][H:18]>>[CH3:1][O:2][C:3]([CH2:4][CH2:5][c:6]1[cH:7][cH:8][c:9]([CH2:12][CH2:13][CH2:14][OH:15])[cH:10][cH:11]1)=[O:16]. Reactants: BrC=1C=2N(C=CC1)N=C(N2)N (8-bromo-[1,2,4]triazolo[1,5-a]pyridin-2-ylamine), COC1=C(C=CC=C1)B(O)O (2-methoxybenzeneboronic acid). Yields the product COC1=C(C=CC=C1)C=1C=2N(C=CC1)N=C(N2)N (8-(2-Methoxy-phenyl)-[1,2,4]triazolo[1,5-a]pyridin-2-ylamine), solid. RXN SMILES: Br[C:2]1[C:3]2[N:4]([N:8]=[C:9]([NH2:11])[N:10]=2)[CH:5]=[CH:6][CH:7]=1.[CH3:12][O:13][C:14]1[CH:19]=[CH:18][CH:17]=[CH:16][C:15]=1B(O)O>>[CH3:12][O:13][C:14]1[CH:19]=[CH:18][CH:17]=[CH:16][C:15]=1[C:2]1[C:3]2[N:4]([N:8]=[C:9]([NH2:11])[N:10]=2)[CH:5]=[CH:6][CH:7]=1. Procedure: 8-(2-Methoxy-phenyl)-[1,2,4]triazolo[1,5-a]pyridin-2-ylamine was prepared from 8-bromo-[1,2,4]triazolo[1,5-a]pyridin-2-ylamine (1.0 g, 0.0047 mol) and 2-methoxybenzeneboronic acid (1.1 g, 0.0070 mol) in a manner analogous to Step 2c. The reacting product was isolated as a brown solid (1.0 g) and was used without further purification. 1H NMR (400 MHz, (D3C)2SO, δ, ppm): 8.50 (d, J=6.5 Hz, 1H), 7.51 (dd, J=7.6, 1.5 Hz, 1H), 7.43-7.36 (m, 2H), 7.13 (d, J=8.1 Hz, 1H), 7.02 (t, J=7.3 Hz, 1H), 6.91 (t... The reactants are O=C([O-])[O-], CN(C)C=O, Cc1ccc(S(=O)(=O)OCCCCCCCl)cc1, [K+], [K+], O, Oc1ccccc1-c1ccccc1. Product: ClCCCCCCOc1ccccc1-c1ccccc1. As a reaction SMILES: [C:32](=[O:33])([O-:34])[O-:35].[CH3:39][N:40]([CH3:41])[CH:42]=[O:43].[Cl:1][CH2:2][CH2:3][CH2:4][CH2:5][CH2:6][CH2:7][O:8][S:9]([c:10]1[cH:11][cH:12][c:13]([CH3:14])[cH:15][cH:16]1)(=[O:17])=[O:18].[K+:36].[K+:37].[OH2:38].[OH:19][c:20]1[c:21](-[c:26]2[cH:27][cH:28][cH:29][cH:30][cH:31]2)[cH:22][cH:23][cH:24][cH:25]1>>[Cl:1][CH2:2][CH2:3][CH2:4][CH2:5][CH2:6][CH2:7][O:19][c:20]1[c:21](-[c:26]2[cH:27][cH:28][cH:29][cH:30][cH:31]2)[cH:22][cH:23][cH:24][cH:25]1. The reactants are CNC, CO, Cl, Cl, N#Cc1ccc(N2CCC(=O)CC2)cc1. The product is CN(C)C1CCN(c2ccc(C#N)cc2)CC1. RXN SMILES: [CH3:17][NH:18][CH3:19].[CH3:21][OH:22].[ClH:16].[ClH:20].[O:1]=[C:2]1[CH2:3][CH2:4][N:5]([c:8]2[cH:9][cH:10][c:11]([C:12]#[N:13])[cH:14][cH:15]2)[CH2:6][CH2:7]1>>[CH:2]1([N:18]([CH3:17])[CH3:19])[CH2:3][CH2:4][N:5]([c:8]2[cH:9][cH:10][c:11]([C:12]#[N:13])[cH:14][cH:15]2)[CH2:6][CH2:7]1. The product is COCc1c(-c2ccc(NC(=O)Nc3cc(C(F)(F)F)ccc3F)cc2)c2c(N)ncnn2c1CN1CCOCC1. RXN SMILES: [C:43]([O:44][BH-:45]([O:46][C:47](=[O:48])[CH3:49])[O:50][C:51](=[O:52])[CH3:53])(=[O:54])[CH3:55].[CH2:37]1[CH2:38][O:39][CH2:40][CH2:41][NH:42]1.[Cl:57][CH:58]([Cl:59])[CH3:60].[Cl:61][CH2:62][Cl:63].[NH2:1][c:2]1[n:3][cH:4][n:5][n:6]2[c:7]1[c:8](-[c:16]1[cH:17][cH:18][c:19]([NH:22][C:23](=[O:24])[NH:25][c:26]3[c:27]([F:36])[cH:28][cH:29][c:30]([C:32]([F:33])([F:34])[F:35])[cH:31]3)[cH:20][cH:21]1)[c:9]([CH2:13][O:14][CH3:15])[c:10]2[CH:11]=[O:12].[Na+:56]>>[NH2:1][c:2]1[n:3][cH:4][n:5][n:6]2[c:7]1[c:8](-[c:16]1[cH:17][cH:18][c:19]([NH:22][C:23](=[O:24])[NH:25][c:26]3[c:27]([F:36])[cH:28][cH:29][c:30]([C:32]([F:33])([F:34])[F:35])[cH:31]3)[cH:20][cH:21]1)[c:9]([CH2:13][O:14][CH3:15])[c:10]2[CH2:11][N:42]1[CH2:37][CH2:38][O:39][CH2:40][CH2:41]1. Reactants: CC(=O)O[BH-](OC(C)=O)OC(C)=O, C1COCCN1, CC(Cl)Cl, ClCCl, COCc1c(-c2ccc(NC(=O)Nc3cc(C(F)(F)F)ccc3F)cc2)c2c(N)ncnn2c1C=O, [Na+]. Yields the product O=Cc1cc(Br)ccc1Cl. The reactants are OCc1cc(Br)ccc1Cl, ClCCl, O=[Cr](=O)([O-])O[Cr](=O)(=O)[O-], c1cc[nH+]cc1, c1cc[nH+]cc1. As a reaction SMILES: [Br:22][c:23]1[cH:24][cH:25][c:26]([Cl:31])[c:27]([CH2:28][OH:29])[cH:30]1.[Cl:32][CH2:33][Cl:34].[Cr:1]([O:2][Cr:3]([O-:4])(=[O:5])=[O:6])([O-:7])(=[O:8])=[O:9].[nH+:10]1[cH:11][cH:12][cH:13][cH:14][cH:15]1.[nH+:16]1[cH:17][cH:18][cH:19][cH:20][cH:21]1>>[Br:22][c:23]1[cH:24][cH:25][c:26]([Cl:31])[c:27]([CH:28]=[O:29])[cH:30]1. Starting materials: ice water, C(C)OC(=O)C1=C(C2=C(NC1=O)C=CS2)N2CCN(CC2)C(=O)C=2SC=CC2 (5-oxo-7-[4-(thiophene-2-carbonyl)-piperazin-1-yl]-4,5-dihydro-thieno[3,2-b]pyridine-6-carboxylic acid ethyl ester), C(=O)([O-])[O-].[Cs+].[Cs+] (Cs2CO3), Cl.ClCC=1C=NC=CC1 (3-chloromethyl pyridine hydrochloride). The solvent is CN1CCCC1=O (NMP). The product is C(C)OC(=O)C1=C(C2=C(N(C1=O)C=1C=NC=CC1)C=C(S2)C)N2CCN(CC2)C(=O)C=2SC=CC2 (5-oxo-4-pyridin-3-yl-methyl-7-[4-(thiophene-2-carbonyl)-piperazin-1-yl]-4,5-dihydro-thieno[3,2-b]pyrdine-6-carboxylic acid ethyl ester). As a reaction SMILES: [CH2:1]([O:3][C:4]([C:6]1[C:11](=[O:12])[NH:10][C:9]2[CH:13]=[CH:14][S:15][C:8]=2[C:7]=1[N:16]1[CH2:21][CH2:20][N:19]([C:22]([C:24]2[S:25][CH:26]=[CH:27][CH:28]=2)=[O:23])[CH2:18][CH2:17]1)=[O:5])[CH3:2].[C:29]([O-])([O-])=O.[Cs+].[Cs+].Cl.ClC[C:38]1[CH:39]=[N:40][CH:41]=[CH:42][CH:43]=1>CN1C(=O)CCC1>[CH2:1]([O:3][C:4]([C:6]1[C:11](=[O:12])[N:10]([C:38]2[CH:39]=[N:40][CH:41]=[CH:42][CH:43]=2)[C:9]2[CH:13]=[C:14]([CH3:29])[S:15][C:8]=2[C:7]=1[N:16]1[CH2:21][CH2:20][N:19]([C:22]([C:24]2[S:25][CH:26]=[CH:27][CH:28]=2)=[O:23])[CH2:18][CH2:17]1)=[O:5])[CH3:2] |f:1.2.3,4.5|. Reported procedure: A solution of 5-oxo-7-[4-(thiophene-2-carbonyl)-piperazin-1-yl]-4,5-dihydro-thieno[3,2-b]pyridine-6-carboxylic acid ethyl ester (5) (856 mg, 2.05 mmol), Cs2CO3 (2.75 g, 8.4 mmol), 3-chloromethyl pyridine hydrochloride (0.370 g, 2.25 mmol) and KI (1 g) in dry NMP was heated overnight at 90° C. The solution was poured into ice water and the solids formed were filtered, washed by cold water, and dried. The crude product was purified by reverse phase flash chromatography in combiflash eluting with w...